Task: describe an organic reaction: reactants, conditions, products, and yield. Dataset: the Open Reaction Database (ORD), a public repository of structured organic reaction records Starting materials: CC(=O)Oc1ccc2nc(Cl)oc2c1, O=C(OCc1ccccc1)C1CCCC[NH2+]1, [Cl-]. The product is CC(=O)Oc1ccc2nc(N3CCCCC3C(=O)OCc3ccccc3)oc2c1. As a reaction SMILES: [C:18]([CH3:19])(=[O:20])[O:21][c:22]1[cH:23][c:24]2[c:25]([n:26][c:27]([Cl:29])[o:28]2)[cH:30][cH:31]1.[CH2:2]([c:3]1[cH:4][cH:5][cH:6][cH:7][cH:8]1)[O:9][C:10](=[O:11])[CH:12]1[NH2+:13][CH2:14][CH2:15][CH2:16][CH2:17]1.[Cl-:1]>>[CH2:2]([c:3]1[cH:4][cH:5][cH:6][cH:7][cH:8]1)[O:9][C:10](=[O:11])[CH:12]1[N:13]([c:27]2[n:26][c:25]3[c:24]([cH:23][c:22]([O:21][C:18]([CH3:19])=[O:20])[cH:31][cH:30]3)[o:28]2)[CH2:14][CH2:15][CH2:16][CH2:17]1. Reactants: CCOC(C)=O, Nc1ccc(C2=NNC(=O)CC2)cc1, O=C(CCc1ccccc1)c1ccc(O)cc1O. Product: O=C1CCC(c2ccc(N=C(CCc3ccccc3)c3ccc(O)cc3O)cc2)=NN1. RXN SMILES: [CH3:33][CH2:34][O:35][C:36](=[O:37])[CH3:38].[NH2:19][c:20]1[cH:21][cH:22][c:23]([C:26]2=[N:31][NH:30][C:29](=[O:32])[CH2:28][CH2:27]2)[cH:24][cH:25]1.[OH:1][c:2]1[c:3]([C:9]([CH2:10][CH2:11][c:12]2[cH:13][cH:14][cH:15][cH:16][cH:17]2)=[O:18])[cH:4][cH:5][c:6]([OH:8])[cH:7]1>>[OH:1][c:2]1[c:3]([C:9]([CH2:10][CH2:11][c:12]2[cH:13][cH:14][cH:15][cH:16][cH:17]2)=[N:19][c:20]2[cH:21][cH:22][c:23]([C:26]3=[N:31][NH:30][C:29](=[O:32])[CH2:28][CH2:27]3)[cH:24][cH:25]2)[cH:4][cH:5][c:6]([OH:8])[cH:7]1. Reactants: N1CCCC1 (pyrrolidine), N1=CC=CC=C1 (pyridine), CN(C(CN1C=C(C2=CC(=CC=C12)OCC1=CC=CC=C1)C=CC(=O)O)=O)CCC1=CC=CC=C1 (N-methyl-N-phenethyl-2-(5-benzyloxy-3-(2-carboxyvinyl)indol-1-yl]-acetamide), C(C(=O)Cl)(=O)Cl (oxalyl chloride). The reagents and catalysts are CN(C=O)C (N,N-dimethylformamide). Run in C(Cl)Cl (methylene chloride), C(Cl)Cl (methylene chloride), C(Cl)Cl (methylene chloride). Run at temperature 0 celsius, time 30 minute. Product: CN(C(CN1C=C(C2=CC(=CC=C12)OCC1=CC=CC=C1)C=CC(=O)N1CCCC1)=O)CCC1=CC=CC=C1 (N-methyl-N-phenethyl-2-[5-benzyloxy-3-(2-(1-pyrrolidinecarbonyl)-vinyl)indol-1-yl]acetamide). Reaction SMILES: [CH3:1][N:2]([CH2:28][CH2:29][C:30]1[CH:35]=[CH:34][CH:33]=[CH:32][CH:31]=1)[C:3](=[O:27])[CH2:4][N:5]1[C:13]2[C:8](=[CH:9][C:10]([O:14][CH2:15][C:16]3[CH:21]=[CH:20][CH:19]=[CH:18][CH:17]=3)=[CH:11][CH:12]=2)[C:7]([CH:22]=[CH:23][C:24]([OH:26])=O)=[CH:6]1.C(Cl)(=O)C(Cl)=O.[NH:42]1[CH2:46][CH2:45][CH2:44][CH2:43]1.N1C=CC=CC=1>C(Cl)Cl.CN(C)C=O>[CH3:1][N:2]([CH2:28][CH2:29][C:30]1[CH:35]=[CH:34][CH:33]=[CH:32][CH:31]=1)[C:3](=[O:27])[CH2:4][N:5]1[C:13]2[C:8](=[CH:9][C:10]([O:14][CH2:15][C:16]3[CH:21]=[CH:20][CH:19]=[CH:18][CH:17]=3)=[CH:11][CH:12]=2)[C:7]([CH:22]=[CH:23][C:24]([N:42]2[CH2:46][CH2:45][CH2:44][CH2:43]2)=[O:26])=[CH:6]1. Reported procedure: To a mixture of 0.63 g (1.34 mmol) of N-methyl-N-phenethyl-2-(5-benzyloxy-3-(2-carboxyvinyl)indol-1-yl]-acetamide in 15 ml of methylene chloride, cooled to 0° C. with an external ice bath, is added dropwise 0.26 ml (3.02 mmol) of oxalyl chloride, followed immediately with 3 drops of N,N-dimethylformamide. The mixture is stirred in an ice bath for 30 minutes and then for 1 hour with the cooling bath removed. The reaction mixture is then concentrated in vacuo. The residue obtained is dissolved in ...